Dataset: the Open Reaction Database (ORD), a public repository of structured organic reaction records. Task: describe an organic reaction: reactants, conditions, products, and yield Reactants: CCI, c1ccc(Oc2ccc(C3CCNCC3)cc2)cc1. The product is CCN1CCC(c2ccc(Oc3ccccc3)cc2)CC1. As a reaction SMILES: [CH2:20]([CH3:21])[I:22].[O:1]([c:2]1[cH:3][cH:4][cH:5][cH:6][cH:7]1)[c:8]1[cH:9][cH:10][c:11]([CH:14]2[CH2:15][CH2:16][NH:17][CH2:18][CH2:19]2)[cH:12][cH:13]1>>[O:1]([c:2]1[cH:3][cH:4][cH:5][cH:6][cH:7]1)[c:8]1[cH:9][cH:10][c:11]([CH:14]2[CH2:15][CH2:16][N:17]([CH2:20][CH3:21])[CH2:18][CH2:19]2)[cH:12][cH:13]1. Starting materials: BrC=1C=C(C=NC1)N1C2CN3CC(CC(C1)C3)C2 (4-(5-Bromopyridin-3-yl)-1,4-diazatricyclo[4.3.1.13,8]undecane), FC=1C=C(C=CC1)B(O)O (3-fluorophenylboronic acid). Product: FC=1C=C(C=CC1)C=1C=C(C=NC1)N1C2CN3CC(CC(C1)C3)C2 (4-[5-(3-fluorophenyl)pyridin-3-yl]-1,4-diazatricyclo[4.3.1.13,8]undecane). RXN SMILES: Br[C:2]1[CH:3]=[C:4]([N:8]2[CH2:16][CH:15]3[CH2:17][N:11]4[CH2:12][CH:13]([CH2:18][CH:9]2[CH2:10]4)[CH2:14]3)[CH:5]=[N:6][CH:7]=1.[F:19][C:20]1[CH:21]=[C:22](B(O)O)[CH:23]=[CH:24][CH:25]=1>>[F:19][C:20]1[CH:25]=[C:24]([C:2]2[CH:3]=[C:4]([N:8]3[CH2:16][CH:15]4[CH2:17][N:11]5[CH2:12][CH:13]([CH2:18][CH:9]3[CH2:10]5)[CH2:14]4)[CH:5]=[N:6][CH:7]=2)[CH:23]=[CH:22][CH:21]=1. Procedure details: The title compound was prepared from the product of Example 65A and 3-fluorophenylboronic acid according to General Method B: LC-MS Method D (ESI+) m/z 324.0 (M+H)+, retention time 1.31 minutes. Reactants: C(C)(C)(C)C1=CC=C(C=C1)C(C(CN1CC(OC(C1)C)C)C)=O (p-tert.-butyl-2-methyl-3-(2,6-dimethyl-morpholin-4-yl)-propiophenone), Cl.NO (hydroxylamine hydrochloride). Run in C(C)O (ethanol). Conditions: temperature 5 celsius. The product is Cl.C(C)(C)(C)C1=CC=C(C=C1)C(C(CN1CC(OC(C1)C)C)C)=NO (p-tert.-butyl-2-methyl-3-(2,6-dimethyl-morpholin-4-yl)-propiophenone oxime hydrochloride). The yield is 95.8%. Reaction SMILES: [C:1]([C:5]1[CH:10]=[CH:9][C:8]([C:11](=O)[CH:12]([CH3:22])[CH2:13][N:14]2[CH2:19][CH:18]([CH3:20])[O:17][CH:16]([CH3:21])[CH2:15]2)=[CH:7][CH:6]=1)([CH3:4])([CH3:3])[CH3:2].[ClH:24].[NH2:25][OH:26]>C(O)C>[ClH:24].[C:1]([C:5]1[CH:10]=[CH:9][C:8]([C:11](=[N:25][OH:26])[CH:12]([CH3:22])[CH2:13][N:14]2[CH2:19][CH:18]([CH3:20])[O:17][CH:16]([CH3:21])[CH2:15]2)=[CH:7][CH:6]=1)([CH3:4])([CH3:3])[CH3:2] |f:1.2,4.5|. Reported procedure: 9.5 g (0.03 mole) of p-tert.-butyl-2-methyl-3-(2,6-dimethyl-morpholin-4-yl)-propiophenone were heated under reflux with 3.6 g (0.05 mole) of hydroxylamine hydrochloride in 80 ml of ethanol for 20 hours. After cooling to 5° C., the mixture was filtered. The filtrate was concentrated, the residue was suspended in dilute sodium hydroxide solution and the suspension was extracted with chloroform. Ethereal hydrochloric acid was added to the organic phase and the reaction product which had precipitate... The reactants are C(C)(C)(C)N (tert.butylamine), C(C1=CC=CC=C1)OC(=O)N1C(CN(CC1)C(=O)OC(C)(C)C)C(=O)O (1-(benzyloxycarbonyl)-4-(tert.butoxycarbonyl)-2-piperazinecarboxylic acid), ClC(=O)OCC(C)C (isobutyl chloroformate), C(C)N1CCOCC1 (N-ethylmorpholine). The solvent is O1CCCC1 (tetrahydrofuran). Run at temperature -15 celsius, time 8 hour. Product: C(C1=CC=CC=C1)OC(=O)N1C(CN(CC1)C(=O)OC(C)(C)C)C(=O)NC(C)(C)C (1-(benzyloxycarbonyl)-4-(tert.butoxycarbonyl)-N-tert.butyl-2-piperazinecarboxamide). Isolated yield 56.4%. As a reaction SMILES: [CH2:1]([O:8][C:9]([N:11]1[CH2:16][CH2:15][N:14]([C:17]([O:19][C:20]([CH3:23])([CH3:22])[CH3:21])=[O:18])[CH2:13][CH:12]1[C:24](O)=[O:25])=[O:10])[C:2]1[CH:7]=[CH:6][CH:5]=[CH:4][CH:3]=1.C(N1CCOCC1)C.ClC(OCC(C)C)=O.[C:43]([NH2:47])([CH3:46])([CH3:45])[CH3:44]>O1CCCC1>[CH2:1]([O:8][C:9]([N:11]1[CH2:16][CH2:15][N:14]([C:17]([O:19][C:20]([CH3:21])([CH3:22])[CH3:23])=[O:18])[CH2:13][CH:12]1[C:24]([NH:47][C:43]([CH3:46])([CH3:45])[CH3:44])=[O:25])=[O:10])[C:2]1[CH:3]=[CH:4][CH:5]=[CH:6][CH:7]=1. Procedure: 0.285 g of 1-(benzyloxycarbonyl)-4-(tert.butoxycarbonyl)-2-piperazinecarboxylic acid was dissolved in 10 ml of dry tetrahydrofuran and cooled to -15° C. while stirring. There was then added 0.09 g of N-ethylmorpholine followed immediately by 0.107 g of isobutyl chloroformate. The mixture was stirred for 5 minutes and then 0.2 g of tert.butylamine was added dropwise. Stirring was continued overnight, during which time the mixture was allowed to reach room temperature. The solvent was removed by e... The reactants are FC(C=1C=C(C=CC1)CCl)(F)F (3-trifluoromethylphenylmethyl chloride), ice water, ON1C(C=2C(C1=O)=CC=CC2)=O (N-hydroxyphthalimide), C(C)(=O)[O-].[Na+] (sodium acetate). The solvent is CS(=O)C (dimethyl sulfoxide), CS(=O)C (dimethyl sulfoxide). Run at temperature 60 celsius. Yields the product FC(C=1C=C(C=CC1)CON1C(C=2C(C1=O)=CC=CC2)=O)(F)F (N-(3-trifluoromethylphenylmethoxy)phthalimide). Isolated yield 77.5%. RXN SMILES: [OH:1][N:2]1[C:6](=[O:7])[C:5]2=[CH:8][CH:9]=[CH:10][CH:11]=[C:4]2[C:3]1=[O:12].C([O-])(=O)C.[Na+].[F:18][C:19]([F:29])([F:28])[C:20]1[CH:21]=[C:22]([CH2:26]Cl)[CH:23]=[CH:24][CH:25]=1>CS(C)=O>[F:18][C:19]([F:28])([F:29])[C:20]1[CH:21]=[C:22]([CH2:26][O:1][N:2]2[C:3](=[O:12])[C:4]3=[CH:11][CH:10]=[CH:9][CH:8]=[C:5]3[C:6]2=[O:7])[CH:23]=[CH:24][CH:25]=1 |f:1.2|. Reported procedure: A solution of 8.0 grams (0.049 mole) of N-hydroxyphthalimide and 4.0 grams (0.059 mole) of sodium acetate in about 25 mL of dimethyl sulfoxide was stirred, and a solution of 11.5 grams (0.059 mole) of 3-trifluoromethylphenylmethyl chloride in about 15 mL of dimethyl sulfoxide was added dropwise during a 10 minute period. Upon completion of addition, the reaction mixture was heated to about 60° C. where it stirred until there was no apparent color change in the reaction mixture. The reaction mixt...